From a dataset of the Open Reaction Database (ORD), a public repository of structured organic reaction records. describe an organic reaction: reactants, conditions, products, and yield Starting materials: ClC(C(=O)OCC)=O (Ethyl chlorooxoacetate), C(#N)C=1C=C(C=CC1)NC(=S)NC(C(C)(C)C)C (1-(3-cyanophenyl)-3-(1,2,2-trimethyl-propyl)-thiourea). The solvent is ClCCl (dichloromethane). Run at time 8 hour. The product is O=C1N(C(N(C1=O)C=1C=C(C#N)C=CC1)=S)C(C(C)(C)C)C (3-[4,5-dioxo-2-thioxo-3-(1,2,2-trimethyl-propyl)-imidazolidin-1-yl]-benzonitrile). The yield is 80.6%. As a reaction SMILES: Cl[C:2](=[O:8])[C:3]([O:5]CC)=O.[C:9]([C:11]1[CH:12]=[C:13]([NH:17][C:18]([NH:20][CH:21]([CH3:26])[C:22]([CH3:25])([CH3:24])[CH3:23])=[S:19])[CH:14]=[CH:15][CH:16]=1)#[N:10]>ClCCl>[O:8]=[C:2]1[C:3](=[O:5])[N:17]([C:13]2[CH:12]=[C:11]([CH:16]=[CH:15][CH:14]=2)[C:9]#[N:10])[C:18](=[S:19])[N:20]1[CH:21]([CH3:26])[C:22]([CH3:25])([CH3:24])[CH3:23]. Reported procedure: Ethyl chlorooxoacetate (1.03 mL, 9.17 mmol) was added to a stirring solution of the above thiourea (1.19 g, 4.59 mmol) in dichloromethane (30 mL) and the resulting mixture was stirred overnight at room temperature. Concentration, trituration of the residue with diethyl ether, and filtration afforded 1.167 g (81%) of 3-[4,5-dioxo-2-thioxo-3-(1,2,2-trimethyl-propyl)-imidazolidin-1-yl]-benzonitrile as a yellow solid: mp 168.1–168.7° C.; 1H NMR (DMSO-d6): δ8.00 (d, 1H), 7.84 (s, 1H), 7.75 (m, 2H), 4... Starting materials: COc1ccc2cc(S(=O)(=O)Cl)ccc2c1C(=O)c1ccc(F)cc1, [NH4+], C1COCCO1, [OH-]. The product is COc1ccc2cc(S(N)(=O)=O)ccc2c1C(=O)c1ccc(F)cc1. Reaction SMILES: [F:1][c:2]1[cH:3][cH:4][c:5]([C:6](=[O:7])[c:8]2[c:9]3[cH:10][cH:11][c:12]([S:20](=[O:21])(=[O:22])[Cl:23])[cH:13][c:14]3[cH:15][cH:16][c:17]2[O:18][CH3:19])[cH:24][cH:25]1.[NH4+:26].[O:28]1[CH2:29][CH2:30][O:31][CH2:32][CH2:33]1.[OH-:27]>>[F:1][c:2]1[cH:3][cH:4][c:5]([C:6](=[O:7])[c:8]2[c:9]3[cH:10][cH:11][c:12]([S:20](=[O:21])(=[O:22])[NH2:26])[cH:13][c:14]3[cH:15][cH:16][c:17]2[O:18][CH3:19])[cH:24][cH:25]1. The reactants are C(C)(C)(C)OC(=O)N[C@@H](C(=O)O)CC(=O)OC ((2R)-2-[(tert-butoxycarbonyl)amino]-4-methoxy-4-oxobutanoic acid), C(C)OC(CNCC1=CC=CC=C1)=O (N-benzylglycine ethyl ester), Cl.CN(CCCN=C=NCC)C (N-(3-dimethylaminopropyl)-N′-ethylcarbodiimide hydrochloride), N1=CC=CC=C1 (pyridine). Run in ClCCl (dichloromethane). Reaction conditions: time 16 hour. Yields the product C(C1=CC=CC=C1)N(C([C@@H](CC(=O)OC)NC(=O)OC(C)(C)C)=O)CC(=O)OCC (methyl (3R)-4-[benzyl(2-ethoxy-2-oxoethyl)amino]-3-[(tert-butoxycarbonyl)amino]-4-oxobutanoate). Reaction SMILES: [C:1]([O:5][C:6]([NH:8][C@H:9]([CH2:13][C:14]([O:16][CH3:17])=[O:15])[C:10]([OH:12])=O)=[O:7])([CH3:4])([CH3:3])[CH3:2].[CH2:18]([O:20][C:21](=[O:31])[CH2:22][NH:23][CH2:24][C:25]1[CH:30]=[CH:29][CH:28]=[CH:27][CH:26]=1)[CH3:19].Cl.CN(C)CCCN=C=NCC.N1C=CC=CC=1>ClCCl>[CH2:24]([N:23]([CH2:22][C:21]([O:20][CH2:18][CH3:19])=[O:31])[C:10](=[O:12])[C@H:9]([NH:8][C:6]([O:5][C:1]([CH3:2])([CH3:3])[CH3:4])=[O:7])[CH2:13][C:14]([O:16][CH3:17])=[O:15])[C:25]1[CH:30]=[CH:29][CH:28]=[CH:27][CH:26]=1 |f:2.3|. Procedure: To a solution of Example 255B (31.28 g, 126.6 mmol) in dichloromethane (500 mL) was added N-benzylglycine ethyl ester (24.46 g, 126.6 mol), N-(3-dimethylaminopropyl)-N′-ethylcarbodiimide hydrochloride (24.3 g, 126.6 mmol), and pyridine (70 mL). After addition of the reagents, the reaction was allowed to warm to ambient temperature and stirred for 16 hours. The solution was concentrated and then partitioned between ethyl acetate and HCl (1 M, aqueous). The organic solvent was collected, and the a... Reactants: C(C=C)NC1=C(C(=C(C(=O)OC)C=C1N)NC1=C(C=C(C=C1)I)F)F (methyl 4-(allylamino)-5-amino-3-fluoro-2-(2-fluoro-4-iodophenylamino)benzoate), C(C)(=O)O.C(=O)N (formamide acetate), C([O-])(O)=O.[Na+] (sodium bicarbonate), O (water). Solvent: CO (methanol). The product is C(C=C)N1C=NC2=C1C(=C(C(=C2)C(=O)OC)NC2=C(C=C(C=C2)I)F)F (Methyl 1-allyl-7-fluoro-6-(2-fluoro-4-iodophenylamino)-1H-benzo[d]imidazole-5-carboxylate). RXN SMILES: [CH2:1]([NH:4][C:5]1[C:14]([NH2:15])=[CH:13][C:8]([C:9]([O:11][CH3:12])=[O:10])=[C:7]([NH:16][C:17]2[CH:22]=[CH:21][C:20]([I:23])=[CH:19][C:18]=2[F:24])[C:6]=1[F:25])[CH:2]=[CH2:3].[C:26](O)(=O)C.C(N)=O.C(=O)(O)[O-].[Na+].O>CO>[CH2:1]([N:4]1[C:5]2[C:6]([F:25])=[C:7]([NH:16][C:17]3[CH:22]=[CH:21][C:20]([I:23])=[CH:19][C:18]=3[F:24])[C:8]([C:9]([O:11][CH3:12])=[O:10])=[CH:13][C:14]=2[N:15]=[CH:26]1)[CH:2]=[CH2:3] |f:1.2,3.4|. Reported procedure: A stirred suspension of methyl 4-(allylamino)-5-amino-3-fluoro-2-(2-fluoro-4-iodophenylamino)benzoate (3.4 g, 7.4 mmoles)) and formamide acetate (3.8 g, 36.4 mmoles) in methanol (30 ml) is heated under reflux for 3 hours. The reaction mixture is cooled to room temperature and a saturated aqueous solution of sodium bicarbonate (30 ml) and water (30 ml) are added. The resulting precipitate is filtered and dried under vacuum to obtain the title compound. Reactants: COC(=O)c1ccc(F)cc1Br, C1CCOC1, C=CN1CCCC1=O, CC(C)[N-]C(C)C, Cl, [Li+], O. Yields the product Fc1ccc(C2=NCCC2)c(Br)c1. As a reaction SMILES: [Br:17][c:18]1[c:19]([C:20]([O:21][CH3:22])=[O:23])[cH:24][cH:25][c:26]([F:28])[cH:27]1.[CH2:30]1[O:31][CH2:32][CH2:33][CH2:34]1.[CH:1]([N:3]1[C:4](=[O:2])[CH2:5][CH2:6][CH2:7]1)=[CH2:8].[CH:9]([N-:10][CH:11]([CH3:12])[CH3:13])([CH3:14])[CH3:15].[ClH:29].[Li+:16].[OH2:35]>>[N:3]1=[C:4]([c:19]2[c:18]([Br:17])[cH:27][c:26]([F:28])[cH:25][cH:24]2)[CH2:5][CH2:6][CH2:7]1. The reactants are II (Iodine), C12C(CCC(CC1)O2)=O (8-oxabicyclo[3.2.1]octan-2-one), O1[C@H](CCC1)CN ((R)-(tetrahydrofuran-2-yl)methanamine), [S-]C#N.[K+] (potassium thiocyanate). The solvent is C(C)#N (acetonitrile). Reaction conditions: time 16 hour. Yields the product O1[C@H](CCC1)CN1C(SC2=C1C1CCC(C2)O1)=N (3-[(2R)-tetrahydrofuran-2-ylmethyl]-3,4,5,6,7,8-hexahydro-2H-4,7-epoxycyclohepta[d][1,3]thiazol-2-imine). Isolated yield 90.5%. RXN SMILES: [CH:1]12[O:8][CH:5]([CH2:6][CH2:7]1)[CH2:4][CH2:3][C:2]2=O.[O:10]1[CH2:14][CH2:13][CH2:12][C@@H:11]1[CH2:15][NH2:16].[S-:17][C:18]#[N:19].[K+].II>C(#N)C>[O:10]1[CH2:14][CH2:13][CH2:12][C@@H:11]1[CH2:15][N:16]1[C:2]2[CH:1]3[O:8][CH:5]([CH2:4][C:3]=2[S:17][C:18]1=[NH:19])[CH2:6][CH2:7]3 |f:2.3|. Procedure details: A mixture of 8-oxabicyclo[3.2.1]octan-2-one (obtained as described in Vogel et al. Tetrahedron 1993, 49 (8), 1649-1664) (0.53 g, 4.2 mmol), (R)-(tetrahydrofuran-2-yl)methanamine (0.43 mL, 4.2 mmol) and 1 g of 4 Å molecular sieves (8-12 mesh beads) in acetonitrile (4 mL) was stirred at ambient temperature for 16 h. The material was filtered through Celite® with acetonitrile (additional 10 mL) then the filtrate treated with potassium thiocyanate (0.54 g, 5.6 mmol) was added and the mixture was war... Yields the product Cl.FC=1C=CC2=C(N=C(C3=C(N2)C=CC(=C3)C)N)C1 (8-Fluoro-2-methyl-5H-dibenzo[b,e][1,4]diazepin-11-ylamine hydrochloride). Procedure details: Heat a solution of 2-(4-fluoro-2-nitro-phenylamino)-5-methyl-benzonitrile (1.747 g, 6.44 mmol) in ethanol (35 ml) to 60° C. Add a solution of tin (II) chloride (6.06 g, 31.96 mmol) in 5.0 N hydrochloric acid (35 ml) and heat the resulting mixture to reflux for 40 hours. Cool the reaction to room temperature and place in a freezer for 16 hours. Collect by filtration the product precipitates from the solution to obtain 1.3 g of the title compound (4.68 mmol, 73% yield) as a yellow-green amorphous ... The yield is 72.7%. Starting materials: FC1=CC(=C(C=C1)NC1=C(C#N)C=C(C=C1)C)[N+](=O)[O-] (2-(4-fluoro-2-nitro-phenylamino)-5-methyl-benzonitrile), [Sn](Cl)Cl (tin (II) chloride). Reaction SMILES: [F:1][C:2]1[CH:7]=[CH:6][C:5]([NH:8][C:9]2[CH:16]=[CH:15][C:14]([CH3:17])=[CH:13][C:10]=2[C:11]#[N:12])=[C:4]([N+:18]([O-])=O)[CH:3]=1.[Sn](Cl)[Cl:22]>C(O)C.Cl>[ClH:22].[F:1][C:2]1[CH:7]=[CH:6][C:5]2[NH:8][C:9]3[CH:16]=[CH:15][C:14]([CH3:17])=[CH:13][C:10]=3[C:11]([NH2:12])=[N:18][C:4]=2[CH:3]=1 |f:4.5|. Reaction conditions: time 16 hour. Run in C(C)O (ethanol), Cl (hydrochloric acid). Starting materials: CC(C)(C)OC(=O)NNC(=O)C1(Cc2cccc(Nc3ccnn3C(C)(C)C)n2)CCN(C(=O)c2cccc(C(F)(F)F)c2F)CC1, ClC(Cl)Cl, O=C(O)C(F)(F)F. Yields the product CC(C)(C)n1nccc1Nc1cccc(CC2(C(=O)NN)CCN(C(=O)c3cccc(C(F)(F)F)c3F)CC2)n1. As a reaction SMILES: [C:1]([CH3:2])([CH3:3])([CH3:4])[n:5]1[n:6][cH:7][cH:8][c:9]1[NH:10][c:11]1[cH:12][cH:13][cH:14][c:15]([CH2:17][C:18]2([C:37](=[O:38])[NH:39][NH:40][C:41]([O:42][C:43]([CH3:44])([CH3:45])[CH3:46])=[O:47])[CH2:19][CH2:20][N:21]([C:24]([c:25]3[c:26]([F:35])[c:27]([C:31]([F:32])([F:33])[F:34])[cH:28][cH:29][cH:30]3)=[O:36])[CH2:22][CH2:23]2)[n:16]1.[CH:55]([Cl:56])([Cl:57])[Cl:58].[OH:48][C:49]([C:50]([F:51])([F:52])[F:53])=[O:54]>>[C:1]([CH3:2])([CH3:3])([CH3:4])[n:5]1[n:6][cH:7][cH:8][c:9]1[NH:10][c:11]1[cH:12][cH:13][cH:14][c:15]([CH2:17][C:18]2([C:37](=[O:38])[NH:39][NH2:40])[CH2:19][CH2:20][N:21]([C:24]([c:25]3[c:26]([F:35])[c:27]([C:31]([F:32])([F:33])[F:34])[cH:28][cH:29][cH:30]3)=[O:36])[CH2:22][CH2:23]2)[n:16]1. The reactants are BrCc1ccccc1, O=C([O-])[O-], [K+], [K+], CN(C)C=O, O, O=C(O)c1ccc[nH]1. The product is O=C(OCc1ccccc1)c1ccc[nH]1. Reaction SMILES: [Br:15][CH2:16][c:17]1[cH:18][cH:19][cH:20][cH:21][cH:22]1.[C:9](=[O:10])([O-:11])[O-:12].[K+:13].[K+:14].[O:24]=[CH:25][N:26]([CH3:27])[CH3:28].[OH2:23].[OH:1][C:2](=[O:3])[c:4]1[cH:5][cH:6][cH:7][nH:8]1>>[O:1]=[C:2]([O:3][CH2:16][c:17]1[cH:18][cH:19][cH:20][cH:21][cH:22]1)[c:4]1[cH:5][cH:6][cH:7][nH:8]1.